Dataset: the Open Reaction Database (ORD), a public repository of structured organic reaction records. Task: describe an organic reaction: reactants, conditions, products, and yield The solvent is C(C)OCC (diethyl ether). Procedure: Amer. Chem. Soc. 71 (1949), 2671-2676 discloses that methylmagnesium iodide reacts with dimethylaminomethylvinyl phenyl ketone in diethyl ether to give phenyl 1,2-dimethylvinyl ketone. The product is CC(=CC)C(=O)C1=CC=CC=C1 (phenyl 1,2-dimethylvinyl ketone). As a reaction SMILES: [CH3:1][Mg]I.[C:4]1([C:10]([CH:12]=[CH:13][CH2:14]N(C)C)=[O:11])[CH:9]=[CH:8][CH:7]=[CH:6][CH:5]=1>C(OCC)C>[CH3:1][C:12]([C:10]([C:4]1[CH:9]=[CH:8][CH:7]=[CH:6][CH:5]=1)=[O:11])=[CH:13][CH3:14]. Starting materials: C[Mg]I (methylmagnesium iodide), C1(=CC=CC=C1)C(=O)C=CCN(C)C (dimethylaminomethylvinyl phenyl ketone).